describe an organic reaction: reactants, conditions, products, and yield From a dataset of the Open Reaction Database (ORD), a public repository of structured organic reaction records. Starting materials: Cn1cc(-c2cnc3[nH]ccc3c2)cn1, CO, O=Cc1c(Cl)ccc(OCC(F)(F)F)c1Cl, [K+], [OH-], O. The product is Cn1cc(-c2cnc3[nH]cc(C(O)c4c(Cl)ccc(OCC(F)(F)F)c4Cl)c3c2)cn1. RXN SMILES: [CH3:1][n:2]1[n:3][cH:4][c:5](-[c:7]2[cH:8][c:9]3[c:10]([n:11][cH:12]2)[nH:13][cH:14][cH:15]3)[cH:6]1.[CH3:35][OH:36].[Cl:16][c:17]1[c:18]([CH:19]=[O:20])[c:21]([Cl:31])[cH:22][cH:23][c:24]1[O:25][CH2:26][C:27]([F:28])([F:29])[F:30].[K+:33].[OH-:32].[OH2:34]>>[CH3:1][n:2]1[n:3][cH:4][c:5](-[c:7]2[cH:8][c:9]3[c:10]([n:11][cH:12]2)[nH:13][cH:14][c:15]3[CH:19]([c:18]2[c:17]([Cl:16])[c:24]([O:25][CH2:26][C:27]([F:28])([F:29])[F:30])[cH:23][cH:22][c:21]2[Cl:31])[OH:20])[cH:6]1.